From a dataset of the Open Reaction Database (ORD), a public repository of structured organic reaction records. describe an organic reaction: reactants, conditions, products, and yield Reactants: CC(C)(C)O, C[O-], Fc1ccc(C2(Cn3cncn3)CO2)c(F)c1, [Na+], O=c1[nH]cnc2sc3c(c12)CCCC3. The product is O=c1c2c3c(sc2ncn1CC(O)(Cn1cncn1)c1ccc(F)cc1F)CCCC3. RXN SMILES: [C:35]([OH:36])([CH3:37])([CH3:38])[CH3:39].[CH3:32][O-:33].[F:15][c:16]1[c:17]([C:23]2([CH2:26][n:27]3[n:28][cH:29][n:30][cH:31]3)[O:24][CH2:25]2)[cH:18][cH:19][c:20]([F:22])[cH:21]1.[Na+:34].[n:1]1[cH:2][nH:3][c:4](=[O:14])[c:5]2[c:6]1[s:7][c:8]1[c:9]2[CH2:10][CH2:11][CH2:12][CH2:13]1>>[n:1]1[cH:2][n:3]([CH2:25][C:23]([c:17]2[c:16]([F:15])[cH:21][c:20]([F:22])[cH:19][cH:18]2)([OH:24])[CH2:26][n:27]2[n:28][cH:29][n:30][cH:31]2)[c:4](=[O:14])[c:5]2[c:6]1[s:7][c:8]1[c:9]2[CH2:10][CH2:11][CH2:12][CH2:13]1. The reactants are CO, O=C(O)c1cc(O)cc(N2CCCC2=O)c1, O=S(=O)(O)O. Product: COC(=O)c1cc(O)cc(N2CCCC2=O)c1. Reaction SMILES: [CH3:22][OH:23].[OH:1][c:2]1[cH:3][c:4]([C:5](=[O:6])[OH:7])[cH:8][c:9]([N:11]2[C:12](=[O:16])[CH2:13][CH2:14][CH2:15]2)[cH:10]1.[S:17](=[O:18])(=[O:19])([OH:20])[OH:21]>>[OH:1][c:2]1[cH:3][c:4]([C:5]([O:6][CH3:22])=[O:7])[cH:8][c:9]([N:11]2[C:12](=[O:16])[CH2:13][CH2:14][CH2:15]2)[cH:10]1. Starting materials: ClC1=NC(=CN=C1)OC=1C=NC=CC1 (2-Chloro-6-(pyridin-3-yloxy)pyrazine), ClC=1C=C(C(=O)N)C=CC1 (3-chlorobenzamide), CC(C)(C)[O-].[Na+] (NaOt-Bu), CC1(C2=C(C(=CC=C2)P(C3=CC=CC=C3)C4=CC=CC=C4)OC5=C(C=CC=C51)P(C6=CC=CC=C6)C7=CC=CC=C7)C (Xantphos). Reagents/catalysts: CC(=O)[O-].CC(=O)[O-].[Pd+2] (Pd(OAc)2). Run in C1(=CC=CC=C1)C (toluene), C(Cl)Cl (CH2Cl2). Reaction conditions: temperature 110 celsius. The product is ClC=1C=C(C(=O)NC2=NC(=CN=C2)OC=2C=NC=CC2)C=CC1 (3-Chloro-N-(6-(pyridin-3-yloxy)pyrazin-2-yl)benzamide). Isolated yield 72.6%. RXN SMILES: Cl[C:2]1[CH:7]=[N:6][CH:5]=[C:4]([O:8][C:9]2[CH:10]=[N:11][CH:12]=[CH:13][CH:14]=2)[N:3]=1.[Cl:15][C:16]1[CH:17]=[C:18]([CH:22]=[CH:23][CH:24]=1)[C:19]([NH2:21])=[O:20].CC([O-])(C)C.[Na+].CC1(C)C2C(=C(P(C3C=CC=CC=3)C3C=CC=CC=3)C=CC=2)OC2C(P(C3C=CC=CC=3)C3C=CC=CC=3)=CC=CC1=2>C1(C)C=CC=CC=1.C(Cl)Cl.CC([O-])=O.CC([O-])=O.[Pd+2]>[Cl:15][C:16]1[CH:17]=[C:18]([CH:22]=[CH:23][CH:24]=1)[C:19]([NH:21][C:2]1[CH:7]=[N:6][CH:5]=[C:4]([O:8][C:9]2[CH:10]=[N:11][CH:12]=[CH:13][CH:14]=2)[N:3]=1)=[O:20] |f:2.3,7.8.9|. Reported procedure: Compound 3 (944 mg, 4.55 mmol, 1.00 eq), 3-chlorobenzamide (1.06 g, 6.81 mmol, 1.50 eq), NaOt-Bu (612 mg, 6.37 mmol, 1.40 eq), Pd(OAc)2 (51 mg, 0.23 mmol, 0.050 eq) and Xantphos (263 mg, 0.455 mmol, 0.100 eq) were dissolved in toluene (9.4 mL) in a flame-dried sealed tube and heated at 110° C. for 18 h. The reaction was cooled to rt, diluted with CH2Cl2 and filtered through a plug of celite. Purification by flash chromatography on silica gel afforded 1.08 g (73%) of the title compound as a white... The reactants are CC1=C(C(=CC(=C1)O[C@H]1COCC1)C)C1=CC(=CC=C1)COC1=CC2=C([C@@H](CO2)CC(=O)OC)C=C1 (methyl 2-((S)-6-((2′,6′-dimethyl-4′-(((R)-tetrahydrofuran-3-yl)oxy)biphenyl-3-yl)methoxy)-2,3-dihydrobenzofuran-3-yl)acetate), [OH-].[Na+] (sodium hydroxide). Solvent: CO (methanol). Conditions: time 3 hour. Product: CC1=C(C(=CC(=C1)O[C@H]1COCC1)C)C1=CC(=CC=C1)COC1=CC2=C([C@@H](CO2)CC(=O)O)C=C1 (2-((S)-6-((2′,6′-dimethyl-4′-(((R)-tetrahydrofuran-3-yl)oxy)biphenyl-3-yl)methoxy)-2,3-dihydrobenzofuran-3-yl)acetic acid). The yield is 77.1%. As a reaction SMILES: [CH3:1][C:2]1[CH:7]=[C:6]([O:8][C@@H:9]2[CH2:13][CH2:12][O:11][CH2:10]2)[CH:5]=[C:4]([CH3:14])[C:3]=1[C:15]1[CH:20]=[CH:19][CH:18]=[C:17]([CH2:21][O:22][C:23]2[CH:36]=[CH:35][C:26]3[C@H:27]([CH2:30][C:31]([O:33]C)=[O:32])[CH2:28][O:29][C:25]=3[CH:24]=2)[CH:16]=1.[OH-].[Na+]>CO>[CH3:14][C:4]1[CH:5]=[C:6]([O:8][C@@H:9]2[CH2:13][CH2:12][O:11][CH2:10]2)[CH:7]=[C:2]([CH3:1])[C:3]=1[C:15]1[CH:20]=[CH:19][CH:18]=[C:17]([CH2:21][O:22][C:23]2[CH:36]=[CH:35][C:26]3[C@H:27]([CH2:30][C:31]([OH:33])=[O:32])[CH2:28][O:29][C:25]=3[CH:24]=2)[CH:16]=1 |f:1.2|. Reported procedure: Methyl 2-((S)-6-((2′,6′-dimethyl-4′-(((R)-tetrahydrofuran-3-yl)oxy)biphenyl-3-yl)methoxy)-2,3-dihydrobenzofuran-3-yl)acetate 2d (201 mg, 0.41 mmol) was dissolved in 15 mL of methanol. The reaction solution was added with 2M aqueous sodium hydroxide solution (2 mL, 4.10 mmol) and stirred for 3 hours. The resulting solution was concentrated under reduced pressure, mixed with 10 mL of water, and 1M hydrochloric acid was added dropwise to adjust the pH to 2-3. The solution was extracted with ethyl a...